Dataset: the Open Reaction Database (ORD), a public repository of structured organic reaction records. Task: describe an organic reaction: reactants, conditions, products, and yield Starting materials: CCc1cc(SCc2cc(-c3ccc(C(F)(F)F)cc3)oc2C)ccc1OCC(=O)O, CCC(Oc1ccc(S(=O)(=O)Br)cc1Cl)C(=O)[O-]. The product is Cc1oc(-c2ccc(C(F)(F)F)cc2)cc1CSc1ccc(OCC(=O)O)c(Br)c1. RXN SMILES: [CH2:19]([CH3:20])[c:21]1[c:22]([O:23][CH2:24][C:25](=[O:26])[OH:27])[cH:28][cH:29][c:30]([S:32][CH2:33][c:34]2[c:35]([CH3:49])[o:36][c:37](-[c:39]3[cH:40][cH:41][c:42]([C:45]([F:46])([F:47])[F:48])[cH:43][cH:44]3)[cH:38]2)[cH:31]1.[CH2:1]([CH:2]([O:3][c:4]1[cH:5][cH:6][c:7]([S:8](=[O:9])(=[O:10])[Br:17])[cH:11][c:12]1[Cl:13])[C:14]([O-:15])=[O:16])[CH3:18]>>[Br:17][c:21]1[c:22]([O:23][CH2:24][C:25](=[O:26])[OH:27])[cH:28][cH:29][c:30]([S:32][CH2:33][c:34]2[c:35]([CH3:49])[o:36][c:37](-[c:39]3[cH:40][cH:41][c:42]([C:45]([F:46])([F:47])[F:48])[cH:43][cH:44]3)[cH:38]2)[cH:31]1. Starting materials: CCO, CCOC(=O)C(C)c1cc(Cl)c2c(c1)C=CC(C)(C)N2C, [Na+], [OH-]. Product: CC(C(=O)O)c1cc(Cl)c2c(c1)C=CC(C)(C)N2C. RXN SMILES: [CH3:24][CH2:25][OH:26].[Cl:1][c:2]1[cH:3][c:4]([CH:15]([C:16](=[O:17])[O:18][CH2:19][CH3:20])[CH3:21])[cH:5][c:6]2[c:11]1[N:10]([CH3:12])[C:9]([CH3:13])([CH3:14])[CH:8]=[CH:7]2.[Na+:23].[OH-:22]>>[Cl:1][c:2]1[cH:3][c:4]([CH:15]([C:16](=[O:17])[OH:18])[CH3:21])[cH:5][c:6]2[c:11]1[N:10]([CH3:12])[C:9]([CH3:13])([CH3:14])[CH:8]=[CH:7]2. The reactants are CC1(C)OC(=O)c2ccccc2C1n1cncc1C(=O)O, CN(C)C=O, CC(C)O, O=C(Cl)C(=O)Cl, ClCCl. Yields the product CC(C)OC(=O)c1cncn1C1c2ccccc2C(=O)OC1(C)C. RXN SMILES: [CH3:1][C:2]1([CH3:21])[O:3][C:4](=[O:20])[c:5]2[cH:6][cH:7][cH:8][cH:9][c:10]2[CH:11]1[n:12]1[cH:13][n:14][cH:15][c:16]1[C:17](=[O:18])[OH:19].[CH3:22][N:23]([CH3:24])[CH:25]=[O:26].[CH:33]([CH3:34])([CH3:35])[OH:36].[Cl:27][C:28]([C:29]([Cl:30])=[O:31])=[O:32].[Cl:37][CH2:38][Cl:39]>>[CH3:1][C:2]1([CH3:21])[O:3][C:4](=[O:20])[c:5]2[cH:6][cH:7][cH:8][cH:9][c:10]2[CH:11]1[n:12]1[cH:13][n:14][cH:15][c:16]1[C:17]([O:18][CH:33]([CH3:34])[CH3:35])=[O:19]. Starting materials: C(C1=CC=CC=C1)N1CC(CC1)(C)NCC=1C(N(C2=CC=CC=C2C1)C)=O (3-{[(1-benzyl-3-methylpyrrolidin-3-yl)amino]methyl}-1-methylquinolin-2(1H)-one), CCN(C(C)C)C(C)C (DIEA), C1(CCCCC1)C(=O)Cl (Cyclohexane carbonyl chloride). Run in C(Cl)Cl (CH2Cl2). Run at time 2 hour. The product is C(C1=CC=CC=C1)N1CC(CC1)(C)N(C(=O)C1CCCCC1)CC=1C(N(C2=CC=CC=C2C1)C)=O (N-(1-benzyl-3-methylpyrrolidin-3-yl)-N-[(1-methyl-2-oxo-1,2-dihydroquinolin-3-yl)methyl]cyclohexanecarboxamide). RXN SMILES: [CH2:1]([N:8]1[CH2:12][CH2:11][C:10]([NH:14][CH2:15][C:16]2[C:17](=[O:27])[N:18]([CH3:26])[C:19]3[C:24]([CH:25]=2)=[CH:23][CH:22]=[CH:21][CH:20]=3)([CH3:13])[CH2:9]1)[C:2]1[CH:7]=[CH:6][CH:5]=[CH:4][CH:3]=1.CCN(C(C)C)C(C)C.[CH:37]1([C:43](Cl)=[O:44])[CH2:42][CH2:41][CH2:40][CH2:39][CH2:38]1>C(Cl)Cl>[CH2:1]([N:8]1[CH2:12][CH2:11][C:10]([N:14]([CH2:15][C:16]2[C:17](=[O:27])[N:18]([CH3:26])[C:19]3[C:24]([CH:25]=2)=[CH:23][CH:22]=[CH:21][CH:20]=3)[C:43]([CH:37]2[CH2:42][CH2:41][CH2:40][CH2:39][CH2:38]2)=[O:44])([CH3:13])[CH2:9]1)[C:2]1[CH:7]=[CH:6][CH:5]=[CH:4][CH:3]=1. Reported procedure: To 3-{[(1-benzyl-3-methylpyrrolidin-3-yl)amino]methyl}-1-methylquinolin-2(1H)-one (1846 mg, 5.11 mmol) in CH2Cl2 (25 ml) was added DIEA (1.338 ml, 7.66 mmol). Cyclohexane carbonyl chloride (0.757 ml, 5.62 mmol) was added and the reaction stirred for 2 hours. The reaction was quenched with MeOH then concentrated in vacuo. The resulting material was twice purified by silica gel chromatography on an Isco Companion (5-35% acetone/hexane for first run, 5-25% acetone/hexane for second run). 2.12 g, 88...